From a dataset of the Open Reaction Database (ORD), a public repository of structured organic reaction records. describe an organic reaction: reactants, conditions, products, and yield Starting materials: NC1=CC(=NC(=C1F)Cl)C(=O)OC(C)C (Propan-2-yl 4-amino-6-chloro-5-fluoropicolinate), O (Water), ClN1C(=O)N(C(=O)C1(C)C)Cl (1,3-Dichloro-5,5-dimethyl-hydantoin), ClN1C(=O)N(C(=O)C1(C)C)Cl (1,3-dichloro-5,5-dimethylhydantoin). The solvent is C(C)#N (acetonitrile). Yields the product NC1=C(C(=NC(=C1F)Cl)C(=O)OC(C)C)Cl (Propan-2-yl 4-amino-3,6-dichloro-5-fluoropicolinate). Yield: 163.1%. As a reaction SMILES: [NH2:1][C:2]1[C:7]([F:8])=[C:6]([Cl:9])[N:5]=[C:4]([C:10]([O:12][CH:13]([CH3:15])[CH3:14])=[O:11])[CH:3]=1.[Cl:16]N1C(C)(C)C(=O)N(Cl)C1=O.O>C(#N)C>[NH2:1][C:2]1[C:7]([F:8])=[C:6]([Cl:9])[N:5]=[C:4]([C:10]([O:12][CH:13]([CH3:15])[CH3:14])=[O:11])[C:3]=1[Cl:16]. Procedure details: Propan-2-yl 4-amino-6-chloro-5-fluoropicolinate (634 milligrams (mg), 2.73 mmol) was slurried in acetonitrile (11 mL). 1,3-Dichloro-5,5-dimethyl-hydantoin (303 mg, 1.54 mmol) was added as a solid, and the reaction mixture was stirred at reflux for 2.5 h. Additional 1,3-dichloro-5,5-dimethylhydantoin (50 mg, 0.25 mmol) was added, and the reaction mixture was stirred at reflux for an additional hour. Water (20 mL) was added. Acetonitrile was then removed by rotary evaporation to give an oily, yell... The reactants are FC1=C(C=CC=C1)C1=C(C=C(C=C1)F)C(C)N (1-(2′,4-difluoro-1,1′-biphenyl-2-yl)ethylamine), COC1=CC=C(C=C1)S(=O)(=O)Cl (4-methoxybenzenesulfonyl chloride), N1=CC=CC=C1 (pyridine). Solvent: ClCCl (dichloromethane), ClCCl (dichloromethane). Product: FC1=C(C=CC=C1)C1=C(C=C(C=C1)F)C(C)NS(=O)(=O)C1=CC=C(C=C1)OC (N-[1-(2′,4-Difluoro-1,1′-biphenyl-2-yl)ethyl]-4-methoxybenzenesulfonamide). Isolated yield 47.3%. RXN SMILES: [F:1][C:2]1[CH:7]=[CH:6][CH:5]=[CH:4][C:3]=1[C:8]1[CH:13]=[CH:12][C:11]([F:14])=[CH:10][C:9]=1[CH:15]([NH2:17])[CH3:16].[CH3:18][O:19][C:20]1[CH:25]=[CH:24][C:23]([S:26](Cl)(=[O:28])=[O:27])=[CH:22][CH:21]=1.N1C=CC=CC=1>ClCCl>[F:1][C:2]1[CH:7]=[CH:6][CH:5]=[CH:4][C:3]=1[C:8]1[CH:13]=[CH:12][C:11]([F:14])=[CH:10][C:9]=1[CH:15]([NH:17][S:26]([C:23]1[CH:22]=[CH:21][C:20]([O:19][CH3:18])=[CH:25][CH:24]=1)(=[O:28])=[O:27])[CH3:16]. Procedure: A stirred solution of 1-(2′,4-difluoro-1,1′-biphenyl-2-yl)ethylamine (0.26 g, 1.12 mmol) in dichloromethane (10 mL) was treated with 4-methoxybenzenesulfonyl chloride (0.23 g, 1.12 mmol), and pyridine (0.09 g, 1.12 mmol). The reaction was stirred at room temperature for twelve hours, diluted with dichloromethane, washed sequentially with a 1 N hydrochloric acid solution (2×) and a saturated, aqueous, sodium chloride solution. The organic phase was dried over anhydrous sodium sulfate, filtered th...